From a dataset of the Open Reaction Database (ORD), a public repository of structured organic reaction records. describe an organic reaction: reactants, conditions, products, and yield The reactants are O=C([O-])O, COC(=O)c1cc(I)c(C)s1, Cc1ccccc1, CCOC(C)=O, CCO, CC1(C)OB(c2ccc(NC(=O)c3c(F)cccc3F)cc2)OC1(C)C, [Na+], O, [Pd]. The product is COC(=O)c1cc(-c2ccc(NC(=O)c3c(F)cccc3F)cc2)c(C)s1. Reaction SMILES: [C:38](=[O:39])([OH:40])[O-:41].[CH3:1][O:2][C:3](=[O:4])[c:5]1[s:6][c:7]([CH3:11])[c:8]([I:10])[cH:9]1.[CH3:45][c:46]1[cH:47][cH:48][cH:49][cH:50][cH:51]1.[CH3:52][CH2:53][O:54][C:55]([CH3:56])=[O:57].[CH3:58][CH2:59][OH:60].[F:12][c:13]1[c:14]([C:15](=[O:16])[NH:17][c:18]2[cH:19][cH:20][c:21]([B:24]3[O:25][C:26]([CH3:27])([CH3:28])[C:29]([CH3:30])([CH3:31])[O:32]3)[cH:22][cH:23]2)[c:33]([F:37])[cH:34][cH:35][cH:36]1.[Na+:42].[OH2:43].[Pd:44]>>[CH3:1][O:2][C:3](=[O:4])[c:5]1[s:6][c:7]([CH3:11])[c:8](-[c:21]2[cH:20][cH:19][c:18]([NH:17][C:15]([c:14]3[c:13]([F:12])[cH:36][cH:35][cH:34][c:33]3[F:37])=[O:16])[cH:23][cH:22]2)[cH:9]1. Starting materials: ClC1=CC=C(S1)C(=O)O (5-chloro-thiophene-2-carboxylic acid), C(C)(C)N1CCC(CC1)NS(=O)(=O)C[C@H](CO)N ((S)-2-amino-3-hydroxy-propane-1-sulfonic acid (1-isopropyl-piperidin-4-yl)-amide). Product: OC[C@@H](CS(NC1CCN(CC1)C(C)C)(=O)=O)NC(=O)C=1SC(=CC1)Cl (5-chloro-thiophene-2-carboxylic acid [(S)-1-hydroxymethyl-2-(1-isopropyl-piperidin-4-ylsulfamoyl)-ethyl]-amide). RXN SMILES: [Cl:1][C:2]1[S:6][C:5]([C:7]([OH:9])=O)=[CH:4][CH:3]=1.[CH:10]([N:13]1[CH2:18][CH2:17][CH:16]([NH:19][S:20]([CH2:23][C@@H:24]([NH2:27])[CH2:25][OH:26])(=[O:22])=[O:21])[CH2:15][CH2:14]1)([CH3:12])[CH3:11]>>[OH:26][CH2:25][C@H:24]([NH:27][C:7]([C:5]1[S:6][C:2]([Cl:1])=[CH:3][CH:4]=1)=[O:9])[CH2:23][S:20](=[O:21])(=[O:22])[NH:19][CH:16]1[CH2:17][CH2:18][N:13]([CH:10]([CH3:11])[CH3:12])[CH2:14][CH2:15]1. Procedure: 5-Chloro-thiophene-2-carboxylic acid [(S)-1-hydroxymethyl-2-(1-isopropyl-piperidin-4-ylsulfamoyl)-ethyl]-amide was prepared by an analogous procedure as described in example 26 viii) starting from 28 mg (1.1 equiv.) 5-chloro-thiophene-2-carboxylic acid and 44 mg (0.16 mmol) (S)-2-amino-3-hydroxy-propane-1-sulfonic acid (1-isopropyl-piperidin-4-yl)-amide. Final purification by preparative RP-HPLC (CH3CN/H2O gradient+0.1% TFA) gave pure 5-chloro-thiophene-2-carboxylic acid [(S)-1-hydroxymethyl-2-(... The reactants are Cl, COC1(c2cc(F)cc(Sc3ccc(C(=O)c4ccccc4)cc3)c2)CCOCC1, NO, c1ccncc1. The product is COC1(c2cc(F)cc(Sc3ccc(C(=NO)c4ccccc4)cc3)c2)CCOCC1. Reaction SMILES: [ClH:31].[F:1][c:2]1[cH:3][c:4]([C:23]2([O:29][CH3:30])[CH2:24][CH2:25][O:26][CH2:27][CH2:28]2)[cH:5][c:6]([S:8][c:9]2[cH:10][cH:11][c:12]([C:13](=[O:14])[c:15]3[cH:16][cH:17][cH:18][cH:19][cH:20]3)[cH:21][cH:22]2)[cH:7]1.[NH2:32][OH:33].[cH:34]1[cH:35][cH:36][n:37][cH:38][cH:39]1>>[F:1][c:2]1[cH:3][c:4]([C:23]2([O:29][CH3:30])[CH2:24][CH2:25][O:26][CH2:27][CH2:28]2)[cH:5][c:6]([S:8][c:9]2[cH:10][cH:11][c:12]([C:13]([c:15]3[cH:16][cH:17][cH:18][cH:19][cH:20]3)=[N:32][OH:33])[cH:21][cH:22]2)[cH:7]1. Starting materials: C(C(C)C)(=O)C=1C=NC2=C(C=CC=C2C1NC1=C(C=CC=C1)C)O (3-isobutyryl-4-(2-methylphenylamino) 8-hydroxyquinoline), CC(C)([O-])C.[K+] (potassium t-butoxide), COCCCl (2-chloroethyl methyl ether). Solvent: O1CCCC1 (tetrahydrofuran). Yields the product C(C(C)C)(=O)C=1C=NC2=C(C=CC=C2C1NC1=C(C=CC=C1)C)OCCOC (3-isobutyryl-4-(2-methylphenylamino)-8-(2-methoxyethoxy)quinoline). Isolated yield 11.3%. RXN SMILES: [C:1]([C:6]1[CH:7]=[N:8][C:9]2[C:14]([C:15]=1[NH:16][C:17]1[CH:22]=[CH:21][CH:20]=[CH:19][C:18]=1[CH3:23])=[CH:13][CH:12]=[CH:11][C:10]=2[OH:24])(=[O:5])[CH:2]([CH3:4])[CH3:3].CC(C)([O-])C.[K+].[CH3:31][O:32][CH2:33][CH2:34]Cl>O1CCCC1>[C:1]([C:6]1[CH:7]=[N:8][C:9]2[C:14]([C:15]=1[NH:16][C:17]1[CH:22]=[CH:21][CH:20]=[CH:19][C:18]=1[CH3:23])=[CH:13][CH:12]=[CH:11][C:10]=2[O:24][CH2:34][CH2:33][O:32][CH3:31])(=[O:5])[CH:2]([CH3:4])[CH3:3] |f:1.2|. Reported procedure: A mixture of 3-isobutyryl-4-(2-methylphenylamino) 8-hydroxyquinoline (5.0 g, 15.6 mmol), potassium t-butoxide (2.63 g, 23.4 mmol) and 2-chloroethyl methyl ether (2.85 ml, 31.2 mmol) in tetrahydrofuran (250 ml) was heated at reflux for 3 days, then the solvent evaporated. Water was added, the product extracted into dichloromethane, and the organic extracts dried and evaporated. Chromatography (silica gel, ethyl acetate/2% acetic acid/0%-5% methanol) removed unchanged starting material, then furth... The reactants are CO (MeOH), [Si](C)(C)(C)Cl (Me3SiCl), COC1=NC(=NC=C1)COC(CCCCC)=O (hexanoic acid 4-methoxy-pyrimidin-2-ylmethyl ester), [Na+].[I-] (NaI). The solvent is solution, O (water), C(C)#N (acetonitrile). Conditions: temperature 60 celsius, time 7 hour. Yields the product OC1=NC(=NC=C1)COC(CCCCC)=O (Hexanoic acid 4-hydroxy-pyrimidin-2-ylmethyl ester). RXN SMILES: C[O:2][C:3]1[CH:8]=[CH:7][N:6]=[C:5]([CH2:9][O:10][C:11](=[O:17])[CH2:12][CH2:13][CH2:14][CH2:15][CH3:16])[N:4]=1.[Na+].[I-].[Si](Cl)(C)(C)C.CO>O.C(#N)C>[OH:2][C:3]1[CH:8]=[CH:7][N:6]=[C:5]([CH2:9][O:10][C:11](=[O:17])[CH2:12][CH2:13][CH2:14][CH2:15][CH3:16])[N:4]=1 |f:1.2|. Procedure details: 3.1 g (13.0 mMol) hexanoic acid 4-methoxy-pyrimidin-2-ylmethyl ester and 5.85 g (39 mMol) NaI are dissolved in 130 ml (13 mMol) of a 0.1 M solution of water in acetonitrile at 60° C. Then 4.95 ml (39 mMol) Me3SiCl are added via syringe. The resulting suspension is stirred for 7 h at 60° C. and then cooled to rt again. Then 15 ml of MeOH are added dropwise. After stirring for 10 additional minutes, the reddish suspension is concentrated in vacuo. The residue is redissolved in 300 ml EtOAc and 100... Starting materials: FC1(OC2=C(O1)C=CC(=C2)C2(CC2)C(=O)NC2=CC=C(C(=N2)C=2C(=C(C(=O)[O-])C=CC2)C(C)(C)C)C)F (3-(6-(1-(2,2-difluorobenzo[d][1,3]dioxol-5-yl)cyclopropanecarboxamido)-3-methylpyridin-2-yl)-t-butylbenzoate), O (water), O (Water), Cl (HCl). Run in CC#N (MeCN). Reaction conditions: temperature 45 celsius, time 36 hour. The product is FC1(OC2=C(O1)C=CC(=C2)C2(CC2)C(=O)NC2=CC=C(C(=N2)C=2C=C(C(=O)O)C=CC2)C)F (3-(6-(1-(2,2-difluorobenzo[d][1,3]dioxol-5-yl)cyclopropanecarboxamido)-3-methylpyridin-2-yl)benzoic acid). RXN SMILES: [F:1][C:2]1([F:37])[O:6][C:5]2[CH:7]=[CH:8][C:9]([C:11]3([C:14]([NH:16][C:17]4[N:22]=[C:21]([C:23]5[C:24](C(C)(C)C)=[C:25]([CH:29]=[CH:30][CH:31]=5)[C:26]([O-:28])=[O:27])[C:20]([CH3:36])=[CH:19][CH:18]=4)=[O:15])[CH2:13][CH2:12]3)=[CH:10][C:4]=2[O:3]1.O.Cl>CC#N>[F:37][C:2]1([F:1])[O:6][C:5]2[CH:7]=[CH:8][C:9]([C:11]3([C:14]([NH:16][C:17]4[N:22]=[C:21]([C:23]5[CH:24]=[C:25]([CH:29]=[CH:30][CH:31]=5)[C:26]([OH:28])=[O:27])[C:20]([CH3:36])=[CH:19][CH:18]=4)=[O:15])[CH2:13][CH2:12]3)=[CH:10][C:4]=2[O:3]1. Procedure details: To a slurry of 3-(6-(1-(2,2-difluorobenzo[d][1,3]dioxol-5-yl)cyclopropanecarboxamido)-3-methylpyridin-2-yl)-t-butylbenzoate (1.0 eq) in MeCN (3.0 vol) is added water (0.83 vol) followed by concentrated aqueous HCl (0.83 vol). The mixture is heated to 45±5° C. After stirring for 24 to 48 hours the reaction is complete and the mixture is allowed to cool to ambient. Water (1.33 vol) is added and the mixture stirred. The solid is collected by filtration, washed with water (2×0.3 vol), and partially ... Starting materials: ClC1=CC=C(C(=O)NC2C3=C(OC(C2O)(C)C)C=CS3)C=C1 (7-(4-chlorobenzamido)-5,6-dihydro-6-hydroxy-5,5-dimethyl-7H-thieno[3,2-b]pyran), [N+](=O)(O)[O-] (nitric acid), [K+].[Br-] (KBr). Run in C(C)(=O)O (acetic acid). The product is ClC1=CC=C(C(=O)NC2C3=C(OC(C2O)(C)C)C=C(S3)[N+](=O)[O-])C=C1 (7-(4-Chlorobenzamido)-5,6-dihydro-6-hydroxy-5,5-dimethyl-2-nitro-7H-thieno[3,2-b]pyran). Reaction SMILES: [Cl:1][C:2]1[CH:22]=[CH:21][C:5]([C:6]([NH:8][CH:9]2[CH:14]([OH:15])[C:13]([CH3:17])([CH3:16])[O:12][C:11]3[CH:18]=[CH:19][S:20][C:10]2=3)=[O:7])=[CH:4][CH:3]=1.[N+:23]([O-])([OH:25])=[O:24].[K+].[Br-]>C(O)(=O)C>[Cl:1][C:2]1[CH:3]=[CH:4][C:5]([C:6]([NH:8][CH:9]2[CH:14]([OH:15])[C:13]([CH3:17])([CH3:16])[O:12][C:11]3[CH:18]=[C:19]([N+:23]([O-:25])=[O:24])[S:20][C:10]2=3)=[O:7])=[CH:21][CH:22]=1 |f:2.3|. Reported procedure: The title compound was prepared as described in Example 9 starting with 7-(4-chlorobenzamido)-5,6-dihydro-6-hydroxy-5,5-dimethyl-7H-thieno[3,2-b]pyran (1.23 g, 3.64 mmol) and 90% nitric acid (1.5 mL) in acetic acid (20 mL) to give the product, 0.384 g (28%), as a yellow solid: mp 226°-229° C. dec; IR (KBr): 3315, 1655, 1535 and 1503 cm-1;MS: m/z 383 (MH+); 1H NMR (DMSO-d6): δ 1.25 (s, 3H), 1.44 (s, 3H), 3.90 (m, 1H, simplifies to d, J=8.9 Hz with D2O), 4.95 (m, 1H, simplifies to d, J=8.9 Hz, wit... As a reaction SMILES: C([O:8][C@H:9]1[CH2:26][CH2:25][C@@:24]2([CH3:27])[C:11](=[CH:12][CH2:13][C@@H:14]3[C@@H:23]2[CH2:22][CH2:21][C@@:19]2([CH3:20])[C@H:15]3[CH2:16][CH2:17][C:18]2=[O:28])[CH2:10]1)C1C=CC=CC=1.[I-:29].[K+]>>[OH:8][C@H:9]1[CH2:26][CH2:25][C@@:24]2([CH3:27])[C:11](=[CH:12][CH2:13][C@@H:14]3[C@@H:23]2[CH2:22][CH2:21][C@@:19]2([CH3:20])[C@H:15]3[CH2:16][C@@H:17]([I:29])[C:18]2=[O:28])[CH2:10]1.[I:29][C@H:9]1[CH2:26][CH2:25][C@@:24]2([CH3:27])[C:11](=[CH:12][CH2:13][C@@H:14]3[C@@H:23]2[CH2:22][CH2:21][C@@:19]2([CH3:20])[C@H:15]3[CH2:16][CH2:17][C:18]2=[O:28])[CH2:10]1 |f:1.2|. Procedure details: Reaction of 3β,17-dihydroxyandrosta-5,16-diene 17-acetate 1 with mercuric acetate followed by treatment with potassium iodide yields the C-16αiodide which hydrolyses with acid to yield 3β-hydroxy-16α-iodoandrost-5-en-17-one, 2d. Reaction of 2d with silver fluoride yields 3β-hydroxy-16α-fluoroandrost-5-en-17-one, 2a. The product is O[C@@H]1CC2=CC[C@H]3[C@@H]4C[C@H](C([C@@]4(C)CC[C@@H]3[C@]2(CC1)C)=O)I (3β-hydroxy-16α-iodoandrost-5-en-17-one), I[C@@H]1CC2=CC[C@H]3[C@@H]4CCC([C@@]4(C)CC[C@@H]3[C@]2(CC1)C)=O (3β-iodoandrost-5-en-17-one). Reactants: [I-].[K+] (potassium iodide), C(C1=CC=CC=C1)O[C@@H]1CC2=CC[C@H]3[C@@H]4CCC([C@@]4(C)CC[C@@H]3[C@]2(CC1)C)=O (3β-benzyloxy-5-androsten-17-one), mercuric acetate. Starting materials: [Mn](=O)(=O)(=O)[O-].[K+] (potassium permanganate), ClC1=CC=C(C=C1)C(=O)CC1=CC=CC=C1 (4-chlorodeoxybenzoin), C(=O)=O (dry ice). The solvent is N1=CC=CC=C1 (pyridine). Run at time 6 hour. Yields the product ClC1=CC=C(C=C1)C(=O)C(=O)C1=CC=CC=C1 (4-chlorobenzil). Yield: 25.1%. RXN SMILES: [Cl:1][C:2]1[CH:7]=[CH:6][C:5]([C:8]([CH2:10][C:11]2[CH:16]=[CH:15][CH:14]=[CH:13][CH:12]=2)=[O:9])=[CH:4][CH:3]=1.[Mn]([O-])(=O)(=O)=[O:18].[K+].C(=O)=O>N1C=CC=CC=1>[Cl:1][C:2]1[CH:3]=[CH:4][C:5]([C:8]([C:10]([C:11]2[CH:12]=[CH:13][CH:14]=[CH:15][CH:16]=2)=[O:18])=[O:9])=[CH:6][CH:7]=1 |f:1.2|. Procedure: A benzene solution containing 51.2 g 4-chlorophenylacetic acid and 39.3 g thionyl chloride is refluxed for 6 hours and the solvent removed. The crude reaction product is added dropwise to a slurry of 40 g aluminum chloride in 200 ml benzene maintaining the temperature below 50° C. After addition the reaction is refluxed for 1.5 hours. After cooling, the mixture is poured into ice and the resulting white solid is separated yielding 61.3 g of crude product. The product is taken up in methylene chl...